The task is: describe an organic reaction: reactants, conditions, products, and yield. This data is from the Open Reaction Database (ORD), a public repository of structured organic reaction records. Reactants: C1CCOC1, CC(C)[N-]C(C)C, CN(C=O)c1ccccc1, Cn1ncc2c(F)cc(F)cc21, [Li+]. Yields the product Cn1ncc2c(F)c(C=O)c(F)cc21. RXN SMILES: [CH2:31]1[O:32][CH2:33][CH2:34][CH2:35]1.[CH3:14][CH:15]([N-:16][CH:17]([CH3:18])[CH3:19])[CH3:20].[CH3:21][N:22]([c:23]1[cH:24][cH:25][cH:26][cH:27][cH:28]1)[CH:29]=[O:30].[F:1][c:2]1[c:3]2[cH:4][n:5][n:6]([CH3:12])[c:7]2[cH:8][c:9]([F:11])[cH:10]1.[Li+:13]>>[F:1][c:2]1[c:3]2[cH:4][n:5][n:6]([CH3:12])[c:7]2[cH:8][c:9]([F:11])[c:10]1[CH:29]=[O:30]. Reactants: CO, [K+], [OH-], CC(=O)N1CCN(c2ccc(Nc3nc(Nc4ccc5cn[nH]c5c4)c4ccn(S(=O)(=O)c5ccc(C)cc5)c4n3)cc2)CC1. Yields the product CC(=O)N1CCN(c2ccc(Nc3nc(Nc4ccc5cn[nH]c5c4)c4cc[nH]c4n3)cc2)CC1. Reaction SMILES: [CH3:48][OH:49].[K+:47].[OH-:46].[nH:1]1[n:2][cH:3][c:4]2[cH:5][cH:6][c:7]([NH:10][c:11]3[c:12]4[c:13]([n:14][c:15]([NH:17][c:18]5[cH:19][cH:20][c:21]([N:24]6[CH2:25][CH2:26][N:27]([C:30]([CH3:31])=[O:32])[CH2:28][CH2:29]6)[cH:22][cH:23]5)[n:16]3)[n:33]([S:36]([c:37]3[cH:38][cH:39][c:40]([CH3:41])[cH:42][cH:43]3)(=[O:44])=[O:45])[cH:34][cH:35]4)[cH:8][c:9]12>>[nH:1]1[n:2][cH:3][c:4]2[cH:5][cH:6][c:7]([NH:10][c:11]3[c:12]4[c:13]([n:14][c:15]([NH:17][c:18]5[cH:19][cH:20][c:21]([N:24]6[CH2:25][CH2:26][N:27]([C:30]([CH3:31])=[O:32])[CH2:28][CH2:29]6)[cH:22][cH:23]5)[n:16]3)[nH:33][cH:34][cH:35]4)[cH:8][c:9]12. The reactants are C12(CC3CC(CC(C1)C3)C2)COC2=CC(=C(C(=O)O)C=C2C2CC2)F (4-(adamantan-1-ylmethoxy)-5-cyclopropyl-2-fluorobenzoic acid), C(C)N=C=NCCCN(C)C (1-ethyl-3-(3-dimethylaminopropyl)carbodiimide), C(#N)C1CN(C1)S(=O)(=O)N (3-cyanoazetidine-1-sulfonamide). The reagents and catalysts are CN(C1=CC=NC=C1)C (4-dimethylaminopyridine). Run in ClCCl (dichloromethane). Run at time 16 hour. Yields the product C12(CC3CC(CC(C1)C3)C2)COC2=CC(=C(C(=O)NS(=O)(=O)N3CC(C3)C#N)C=C2C2CC2)F (4-(adamantan-1-ylmethoxy)-N-((3-cyanoazetidin-1-yl)sulfonyl)-5-cyclopropyl-2-fluorobenzamide). Isolated yield 78.6%. As a reaction SMILES: [C:1]12([CH2:11][O:12][C:13]3[C:21]([CH:22]4[CH2:24][CH2:23]4)=[CH:20][C:16]([C:17]([OH:19])=O)=[C:15]([F:25])[CH:14]=3)[CH2:10][CH:5]3[CH2:6][CH:7]([CH2:9][CH:3]([CH2:4]3)[CH2:2]1)[CH2:8]2.C(N=C=NCCCN(C)C)C.[C:37]([CH:39]1[CH2:42][N:41]([S:43]([NH2:46])(=[O:45])=[O:44])[CH2:40]1)#[N:38]>CN(C)C1C=CN=CC=1.ClCCl>[C:1]12([CH2:11][O:12][C:13]3[C:21]([CH:22]4[CH2:23][CH2:24]4)=[CH:20][C:16]([C:17]([NH:46][S:43]([N:41]4[CH2:42][CH:39]([C:37]#[N:38])[CH2:40]4)(=[O:45])=[O:44])=[O:19])=[C:15]([F:25])[CH:14]=3)[CH2:2][CH:3]3[CH2:9][CH:7]([CH2:6][CH:5]([CH2:4]3)[CH2:10]1)[CH2:8]2. Reported procedure: To a mixture of 4-(adamantan-1-ylmethoxy)-5-cyclopropyl-2-fluorobenzoic acid (0.20 g, 0.60 mmol), 1-ethyl-3-(3-dimethylaminopropyl)carbodiimide (0.26 g, 1.38 mmol) and 4-dimethylaminopyridine (0.17 g, 1.38 mmol) in anhydrous dichloromethane (10 mL) was added 3-cyanoazetidine-1-sulfonamide (0.22 g, 1.38 mmol) at ambient temperature. The resulting mixture was stirred at ambient temperature for 16 hours. The mixture was quenched with 1 M aqueous hydrochloride acid (30 mL) followed by extraction wit... Starting materials: [N+](=O)([O-])C1=CC=C(COC(NC[C@H](C(C)C)NC(=O)OC(C)(C)C)=O)C=C1 (((2S)-2-t-butoxycarbonylamino-3-methylbutyl)-carbamic acid p-nitrobenzyl ester), solution, Cl (hydrogen chloride). The solvent is O1CCOCC1 (1,4-dioxane), O1CCOCC1 (1,4-dioxane). Reaction conditions: time 4 hour. Yields the product Cl.[N+](=O)([O-])C1=CC=C(COC(NC[C@H](C(C)C)N)=O)C=C1 (((2S)-2-amino-3-methylbutyl)carbamic acid p-nitrobenzyl ester hydrochloride). Yield: 70.0%. As a reaction SMILES: [N+:1]([C:4]1[CH:27]=[CH:26][C:7]([CH2:8][O:9][C:10](=[O:25])[NH:11][CH2:12][C@@H:13]([NH:17]C(OC(C)(C)C)=O)[CH:14]([CH3:16])[CH3:15])=[CH:6][CH:5]=1)([O-:3])=[O:2].[ClH:28]>O1CCOCC1>[ClH:28].[N+:1]([C:4]1[CH:27]=[CH:26][C:7]([CH2:8][O:9][C:10](=[O:25])[NH:11][CH2:12][C@@H:13]([NH2:17])[CH:14]([CH3:15])[CH3:16])=[CH:6][CH:5]=1)([O-:3])=[O:2] |f:3.4|. Procedure: To a solution of ((2S)-2-t-butoxycarbonylamino-3-methylbutyl)-carbamic acid p-nitrobenzyl ester (3.13 g, 8.21 mmol) (obtained as described in Reference Example 61(3)) in 1,4-dioxane (31 ml) was added a 4N solution of hydrogen chloride in 1,4-dioxane (31 ml) in an ice bath, and the mixture was stirred at room temperature for 4 hours. After checking the completion of the reaction, the reaction mixture was concentrated under reduced pressure. Ethyl acetate was added to the residue, and the resultin... Reactants: [Cl-].[Al+3].[Cl-].[Cl-] (aluminum chloride), C(C1=CC=CC=C1)Cl (benzyl chloride), Cl (hydrochloric acid), CC1=CC=C(CC2=C(C(C(=O)O)=CC(=C2)CC2=CC=C(C=C2)C)O)C=C1 (3,5-di(4-methylbenzyl)salicylic acid), resultant mixture, resultant mixture. Run in C(C)(C)OC(C)C (isopropyl ether). Conditions: time 2 hour. The product is C(C=1C(O)=CC=CC1)(=O)O (Salicylic Acid). Yield: 434.4%. RXN SMILES: CC1C=CC(C[C:7]2[CH:15]=[C:14](CC3C=CC(C)=CC=3)[CH:13]=[C:9]([C:10]([OH:12])=[O:11])[C:8]=2[OH:24])=CC=1.[Cl-].[Al+3].[Cl-].[Cl-].C(Cl)C1C=CC=CC=1.Cl>C(OC(C)C)(C)C>[C:10]([OH:12])(=[O:11])[C:9]1[C:8](=[CH:7][CH:15]=[CH:14][CH:13]=1)[OH:24] |f:1.2.3.4|. Reported procedure: A glass-made reactor was charged with 6.9 g (0.02 mole) of 3,5-di(4-methylbenzyl)salicylic acid, 50 ml of isopropyl ether and as a catalyst, 2.7 g of anhydrous aluminum chloride. The resultant mixture was maintained at 50° C. under stirring. At the same temperature, 7.6 g (0.06 mole) of benzyl chloride was added dropwise over 8 hours to conduct a reaction. After completion of the dropwise addition, the reaction mixture was aged for 2 hours at the same temperature and was then poured into a dilut... Starting materials: Cl (HCl), C(CCCCCCCCCCC)OC([C@@H](N)[C@H](O)C)=O (L-threonine dodecyl ester), C(O)([O-])=O.[Na+] (sodium hydrogencarbonate), N-succinimidyl laurate. Solvent: O1CCOCC1 (1,4-dioxane), O (water). Reaction conditions: temperature 90 celsius. The product is C(CCCCCCCCCCC)OC([C@@H](NC(CCCCCCCCCCC)=O)[C@H](O)C)=O (N-Dodecanoyl-L-threonine dodecyl ester). RXN SMILES: [CH2:1]([O:13][C:14](=[O:20])[C@H:15]([C@@H:17]([CH3:19])[OH:18])[NH2:16])[CH2:2][CH2:3][CH2:4][CH2:5][CH2:6][CH2:7][CH2:8][CH2:9][CH2:10][CH2:11][CH3:12].[C:21](=[O:24])([O-])O.[Na+].Cl>O1CCOCC1.O>[CH2:1]([O:13][C:14](=[O:20])[C@H:15]([C@@H:17]([CH3:19])[OH:18])[NH:16][C:21](=[O:24])[CH2:11][CH2:10][CH2:9][CH2:8][CH2:7][CH2:6][CH2:5][CH2:4][CH2:3][CH2:2][CH3:1])[CH2:2][CH2:3][CH2:4][CH2:5][CH2:6][CH2:7][CH2:8][CH2:9][CH2:10][CH2:11][CH3:12] |f:1.2|. Reported procedure: The L-threonine dodecyl ester (8.8 g) was dissolved in 1,4-dioxane (60 ml) and water (50 ml), and sodium hydrogencarbonate (3 g, 35.7 mmol) and N-succinimidyl laurate (6.48 g, 21.8 mmol) were added. The cloudy mixture was refluxed at approximately 90° C. for 1 hour and then left to cool. At 50° C., the mixture was adjusted to pH 2-3 using 10% HCl and cooled to 15 to 20° C. in an ice bath. At approximately 40° C. the product begins to precipitate out. The crude product is filtered off, washed wit... The reactants are O=C1CCCC=2SC=CC21 (4,5,6,7-tetrahydro-4-oxo-benzo[b]thiophene), [BH4-].[Na+] (NaBH4), O (H2O). The solvent is C(C)O (ethanol). Product: OC1CCCC=2SC=CC21 (4-hydroxy-4,5,6,7-tetrahydrobenzo[b]thiophene). As a reaction SMILES: [O:1]=[C:2]1[C:10]2[CH:9]=[CH:8][S:7][C:6]=2[CH2:5][CH2:4][CH2:3]1.[BH4-].[Na+].O>C(O)C>[OH:1][CH:2]1[C:10]2[CH:9]=[CH:8][S:7][C:6]=2[CH2:5][CH2:4][CH2:3]1 |f:1.2|. Procedure details: A solution of 20 g (0.13 mol) of 4,5,6,7-tetrahydro-4-oxo-benzo[b]thiophene in 300 ml absolute ethanol was stirred with 5.4 g (0.14 mol) NaBH4 at ambient temperature for 20 hours. Then 200 ml H2O was added and the ethanol was removed under reduced pressure. The resulting mixture was extracted with ether. The combined organic extracts were backwashed with H2O, dried (Na2SO4), filtered, and evaporated under reduced pressure. The resultant colorless solid was triturated with hexane yielding 19.03 g...